From a dataset of the Open Reaction Database (ORD), a public repository of structured organic reaction records. describe an organic reaction: reactants, conditions, products, and yield The reactants are CC(=O)O, CC(=O)[O-], CC(=O)O, ClCCl, O=C1OC(=O)c2c1cccc2[N+](=O)[O-], CCOc1cc(C(N)C#N)ccc1OC, [Na+]. The product is CCOc1cc(C(C#N)N2C(=O)c3cccc([N+](=O)[O-])c3C2=O)ccc1OC. Reaction SMILES: [C:1]([OH:2])(=[O:3])[CH3:4].[CH3:21][C:22](=[O:23])[O-:24].[CH3:39][C:40](=[O:41])[OH:42].[Cl:43][CH2:44][Cl:45].[N+:25](=[O:26])([O-:27])[c:28]1[c:29]2[c:30]([cH:36][cH:37][cH:38]1)[C:31](=[O:32])[O:33][C:34]2=[O:35].[NH2:5][CH:6]([C:7]#[N:8])[c:9]1[cH:10][c:11]([O:17][CH2:18][CH3:19])[c:12]([O:15][CH3:16])[cH:13][cH:14]1.[Na+:20]>>[N:5]1([CH:6]([C:7]#[N:8])[c:9]2[cH:10][c:11]([O:17][CH2:18][CH3:19])[c:12]([O:15][CH3:16])[cH:13][cH:14]2)[C:31](=[O:32])[c:30]2[c:29]([c:28]([N+:25](=[O:26])[O-:27])[cH:38][cH:37][cH:36]2)[C:34]1=[O:33]. The reactants are ClC(C(=O)C1=CC=C2CN(C3=C(CN21)C=CC=C3)C(=O)C3=CC(=C(C=C3)C3=C(C=CC=C3)C)C)(Cl)Cl (2,2,2-Trichloro-1-{10-[(2,2′-dimethyl-1,1′-biphenyl-4-yl)carbonyl]-10,11-dihydro-5H-pyrrolo[2,1-c][1,4]benzodiazepin-3-yl}ethanone), CC1=CC=C(CCN)C=C1 (4-methylphenethylamine). Product: CC1=C(C=CC(=C1)C(=O)N1CC=2N(CC3=C1C=CC=C3)C(=CC2)C(=O)NCCC2=CC=C(C=C2)C)C2=C(C=CC=C2)C (10-[(2,2′-DIMETHYL-1,1′-BIPHENYL-4-YL)CARBONYL]-N-[2-(4-METHYLPHENYL)ETHYL]-10,11-DIHYDRO-5H-PYRROLO[2,1-C][1,4]BENZODIAZEPINE-3-CARBOXAMIDE). As a reaction SMILES: ClC(Cl)(Cl)[C:3]([C:5]1[N:14]2[C:8]([CH2:9][N:10]([C:19]([C:21]3[CH:26]=[CH:25][C:24]([C:27]4[CH:32]=[CH:31][CH:30]=[CH:29][C:28]=4[CH3:33])=[C:23]([CH3:34])[CH:22]=3)=[O:20])[C:11]3[CH:18]=[CH:17][CH:16]=[CH:15][C:12]=3[CH2:13]2)=[CH:7][CH:6]=1)=[O:4].[CH3:37][C:38]1[CH:46]=[CH:45][C:41]([CH2:42][CH2:43][NH2:44])=[CH:40][CH:39]=1>>[CH3:34][C:23]1[CH:22]=[C:21]([C:19]([N:10]2[C:11]3[CH:18]=[CH:17][CH:16]=[CH:15][C:12]=3[CH2:13][N:14]3[C:5]([C:3]([NH:44][CH2:43][CH2:42][C:41]4[CH:45]=[CH:46][C:38]([CH3:37])=[CH:39][CH:40]=4)=[O:4])=[CH:6][CH:7]=[C:8]3[CH2:9]2)=[O:20])[CH:26]=[CH:25][C:24]=1[C:27]1[CH:32]=[CH:31][CH:30]=[CH:29][C:28]=1[CH3:33]. Reported procedure: The title compound was synthesized in the manner of Example 13 from 2,2,2-trichloro-1-{10-[(2,2′-dimethyl-1,1′-biphenyl-4-yl)carbonyl]-10,11-dihydro-5H-pyrrolo[2,1-c][1,4]benzodiazepin-3-yl}ethanone of Example 6 and 4-methylphenethylamine, m.p. 161-163° C. MS [(+)ESI, m/z]: 554 [M+H]+ Starting materials: carboxylic acid C-1, 3-methyl-3-(4-nitrophenyl)butanoic acid, C(C1=CC=CC=C1)OCC1=CC=CC=C1 (benzyl ether), alcohol, C(C)OC=C(C(=O)OCC)C(=O)OCC (diethyl ethoxymethylenemalonate), C1(=CC=CC=C1)OC1=CC=CC=C1 (diphenylether), NC1=CC=CC=C1 (aniline), alcohol, B (borane), nitro. The product is OC1=CC=NC2=CC=CC=C12 (4-hydroxyquinoline). Reaction SMILES: B.C([O:9][CH2:10][C:11]1[CH:16]=[CH:15][CH:14]=[CH:13][CH:12]=1)C1C=CC=CC=1.[NH2:17][C:18]1C=CC=C[CH:19]=1.C(OC=C(C(OCC)=O)C(OCC)=O)C.C1(OC2C=CC=CC=2)C=CC=CC=1>>[OH:9][C:10]1[C:11]2[C:12](=[CH:13][CH:14]=[CH:15][CH:16]=2)[N:17]=[CH:18][CH:19]=1. Procedure details: In CHART C, carboxylic acid C-1, 3-methyl-3-(4-nitrophenyl)butanoic acid prepared by carbonylation of the corresponding Grignard, is reduced to the corresponding alcohol with borane. The resulting alcohol C-2 is protected as the benzyl ether and the corresponding nitro functionality is reduced to aniline C-3. Heating C-3 with diethyl ethoxymethylenemalonate followed by thermolysis in refluxing diphenylether affords the 4-hydroxyquinoline C-4. Aminolysis of compound C-4 with 4-chlorobenzylamine a... The reactants are BrCCC1(OC2=C(C1)C(=C(C(=C2C)C)N)C)C (2-bromoethyl-2,3-dihydro-2,4,6,7-tetramethyl-5-benzofuranamine), C(C1=CC=CC=C1)N(C1CCNCC1)CCC(C1=CC=CC=C1)C1=CC=CC=C1 (N-benzyl-N-(3,3-diphenylpropyl)-4-piperidinamine). The product is NC=1C(=C(C2=C(CC(O2)(C)CN2CCC(CC2)N(CCC(C2=CC=CC=C2)C2=CC=CC=C2)CC2=CC=CC=C2)C1C)C)C (1-[(5-amino-2,3-dihydro-2,4,6,7-tetramethylbenzofuran-2-yl)methyl]-N-benzyl-N-(3,3-diphenylpropyl)-4-piperidinamine). The yield is 60.0%. RXN SMILES: BrC[CH2:3][C:4]1([CH3:17])[CH2:8][C:7]2[C:9]([CH3:16])=[C:10]([NH2:15])[C:11]([CH3:14])=[C:12]([CH3:13])[C:6]=2[O:5]1.[CH2:18]([N:25]([CH2:32][CH2:33][CH:34]([C:41]1[CH:46]=[CH:45][CH:44]=[CH:43][CH:42]=1)[C:35]1[CH:40]=[CH:39][CH:38]=[CH:37][CH:36]=1)[CH:26]1[CH2:31][CH2:30][NH:29][CH2:28][CH2:27]1)[C:19]1[CH:24]=[CH:23][CH:22]=[CH:21][CH:20]=1>>[NH2:15][C:10]1[C:11]([CH3:14])=[C:12]([CH3:13])[C:6]2[O:5][C:4]([CH2:3][N:29]3[CH2:30][CH2:31][CH:26]([N:25]([CH2:18][C:19]4[CH:20]=[CH:21][CH:22]=[CH:23][CH:24]=4)[CH2:32][CH2:33][CH:34]([C:35]4[CH:36]=[CH:37][CH:38]=[CH:39][CH:40]=4)[C:41]4[CH:46]=[CH:45][CH:44]=[CH:43][CH:42]=4)[CH2:27][CH2:28]3)([CH3:17])[CH2:8][C:7]=2[C:9]=1[CH3:16]. Reported procedure: Using 2-bromoethyl-2,3-dihydro-2,4,6,7-tetramethyl-5-benzofuranamine and N-benzyl-N-(3,3-diphenylpropyl)-4-piperidinamine, the procedure of Example 1 was otherwise repeated to provide 1-[(5-amino-2,3-dihydro-2,4,6,7-tetramethylbenzofuran-2-yl)methyl]-N-benzyl-N-(3,3-diphenylpropyl)-4-piperidinamine. Yield 60%. The reactants are C(C)(C)(C)OC(=O)NC(CC1=CC=C(OC2=NC=C(C(=O)O)C=C2)C=C1)C(N(C)C)=O (6-[4-(2-tert-butoxycarbonylamino-2-dimethylcarbamoyl-ethyl)-phenoxy]-nicotinic acid), Cl.NO (hydroxylamine hydrochloride), C(C)(=O)O (acetic acid), CN1CCOCC1 (N-Methylmorpholine). The solvent is CN(C)C=O (DMF). Reaction conditions: time 20 minute. Yields the product hydroxamic acid, C(C)(C)(C)OC(NC(CC1=CC=C(C=C1)OC1=NC=C(C=C1)C(NO)=O)C(N(C)C)=O)=O ({1-dimethylcarbamoyl-2-[4-(5-hydroxycarbamoyl-pyridin-2-yloxy)-phenyl]-ethyl}-carbamic acid tert-butyl ester). The yield is 48.3%. RXN SMILES: [C:1]([O:5][C:6]([NH:8][CH:9]([C:27](=[O:31])[N:28]([CH3:30])[CH3:29])[CH2:10][C:11]1[CH:26]=[CH:25][C:14]([O:15][C:16]2[CH:24]=[CH:23][C:19]([C:20]([OH:22])=O)=[CH:18][N:17]=2)=[CH:13][CH:12]=1)=[O:7])([CH3:4])([CH3:3])[CH3:2].CN1CCOCC1.Cl.[NH2:40][OH:41].C(O)(=O)C>CN(C=O)C>[C:1]([O:5][C:6](=[O:7])[NH:8][CH:9]([C:27](=[O:31])[N:28]([CH3:29])[CH3:30])[CH2:10][C:11]1[CH:26]=[CH:25][C:14]([O:15][C:16]2[CH:24]=[CH:23][C:19]([C:20](=[O:22])[NH:40][OH:41])=[CH:18][N:17]=2)=[CH:13][CH:12]=1)([CH3:4])([CH3:2])[CH3:3] |f:2.3|. Reported procedure: The acid compound 19 (1.0 g, 2.328 mmol) was dissolved in dry DMF and stirred under an atmosphere of argon. N-Methylmorpholine (1.02 mL, 9.32 mmol) was added. After 20 min, hydroxylamine hydrochloride (0.323 g, 4.66 mmol) was added and the reaction mixture was warmed up to room temperature and stirred overnight. The solvent was removed under reduced pressure and residual material was partitioned between EtOAc (50 mL) and saturated NH4Cl solution (1×30 mL). The organic layer was dried and concent... Starting materials: ClC1=CC=CC(=N1)C1=NN(C2=CN=C(C=C21)C=2C=NN(C2)C)C2OCCCC2 (3-(6-chloropyridin-2-yl)-5-(1-methyl-1H-pyrazol-4-yl)-1-(tetrahydro-2H-pyran-2-yl)-1H-pyrazolo[3,4-c]pyridine), ClCCl (dichloro-methane), CC1(OB(OC1(C)C)C1=CCN(CC1)C(=O)OC(C)(C)C)C (tert-butyl 4-(4,4,5,5-tetramethyl-1,3,2-dioxaborolan-2-yl)-5,6-dihydropyridine-1(2H)-carboxylate), C([O-])([O-])=O.[Cs+].[Cs+] (cesium carbonate). Reagents/catalysts: C1=CC=C(C=C1)P([C-]2C=CC=C2)C3=CC=CC=C3.C1=CC=C(C=C1)P([C-]2C=CC=C2)C3=CC=CC=C3.Cl[Pd]Cl.[Fe+2] ([1,1′-bis(diphenylphosphino)ferrocene]dichloropalladium(II)). The solvent is CCOC(=O)C (EtOAc), CN(C=O)C (N,N-Dimethylformamide). Run at temperature 90 celsius, time 15 minute. The product is CN1N=CC(=C1)C=1C=C2C(=CN1)N(N=C2C2=CC=CC(=N2)C2=CCN(CC2)C(=O)OC(C)(C)C)C2OCCCC2 (tert-butyl 4-(6-(5-(1-methyl-1H-pyrazol-4-yl)-1-(tetrahydro-2H-pyran-2-yl)-1H-pyrazolo[3,4-c]pyridin-3-yl)pyridin-2-yl)-5,6-dihydropyridine-1(2H)-carboxylate). Yield: 35.0%. RXN SMILES: Cl[C:2]1[N:7]=[C:6]([C:8]2[C:16]3[C:11](=[CH:12][N:13]=[C:14]([C:17]4[CH:18]=[N:19][N:20]([CH3:22])[CH:21]=4)[CH:15]=3)[N:10]([CH:23]3[CH2:28][CH2:27][CH2:26][CH2:25][O:24]3)[N:9]=2)[CH:5]=[CH:4][CH:3]=1.CC1(C)C(C)(C)OB([C:37]2[CH2:42][CH2:41][N:40]([C:43]([O:45][C:46]([CH3:49])([CH3:48])[CH3:47])=[O:44])[CH2:39][CH:38]=2)O1.C(=O)([O-])[O-].[Cs+].[Cs+].ClCCl>CCOC(C)=O.C1C=CC(P(C2C=CC=CC=2)[C-]2C=CC=C2)=CC=1.C1C=CC(P(C2C=CC=CC=2)[C-]2C=CC=C2)=CC=1.Cl[Pd]Cl.[Fe+2].CN(C)C=O>[CH3:22][N:20]1[CH:21]=[C:17]([C:14]2[CH:15]=[C:16]3[C:8]([C:6]4[N:7]=[C:2]([C:37]5[CH2:42][CH2:41][N:40]([C:43]([O:45][C:46]([CH3:49])([CH3:48])[CH3:47])=[O:44])[CH2:39][CH:38]=5)[CH:3]=[CH:4][CH:5]=4)=[N:9][N:10]([CH:23]4[CH2:28][CH2:27][CH2:26][CH2:25][O:24]4)[C:11]3=[CH:12][N:13]=2)[CH:18]=[N:19]1 |f:2.3.4,7.8.9.10|. Procedure: In a high-pressure vial was placed 3-(6-chloropyridin-2-yl)-5-(1-methyl-1H-pyrazol-4-yl)-1-(tetrahydro-2H-pyran-2-yl)-1H-pyrazolo[3,4-c]pyridine ((84.1 mg, 0.21 mmol), tert-butyl 4-(4,4,5,5-tetramethyl-1,3,2-dioxaborolan-2-yl)-5,6-dihydropyridine-1(2H)-carboxylate (197.5 mg, 0.64 mmol), cesium carbonate (346.979 mg, 1.06494 mmol;), and [1,1′-bis(diphenylphosphino)ferrocene]dichloropalladium(II), complex with dichloro-methane (1:1) (17.4 mg, 0.021 mmol), and N,N-Dimethylformamide (2.5 mL). Nitrog... Reaction conditions: temperature 70 celsius, time 2 hour. Solvent: O (water). The product is BrC1=CC=C(C=N1)C1CC(=NN1C1=C(C=CC=C1)Cl)C(=O)O (5-(6-bromo-pyridin-3-yl)-1-(2-chloro-phenyl)-4,5-dihydro-1H-pyrazole-3-carboxylic acid). Procedure: 5-(6-bromo-pyridin-3-yl)-1-(2-chloro-phenyl)-4,5-dihydro-1H-pyrazole-3-carboxylic acid methyl ester (650.0 mg, 1.7 mmol) prepared in Step 2 and a solution of potassium hydroxide (185.0 mg, 3.3 mmol) in distilled water (10.0 mL) were added to methanol (10.0 mL). The reaction mixture was stirred at 70° C. for 2 hours and then concentrated under reduced pressure to discard methanol. The resulting residue was washed with diethyl ether, acidified by a 1N hydrochloric acid solution, and then extracted... Starting materials: COC(=O)C1=NN(C(C1)C=1C=NC(=CC1)Br)C1=C(C=CC=C1)Cl (5-(6-bromo-pyridin-3-yl)-1-(2-chloro-phenyl)-4,5-dihydro-1H-pyrazole-3-carboxylic acid methyl ester), [OH-].[K+] (potassium hydroxide), CO (methanol). The yield is 70318.0%. RXN SMILES: C[O:2][C:3]([C:5]1[CH2:9][CH:8]([C:10]2[CH:11]=[N:12][C:13]([Br:16])=[CH:14][CH:15]=2)[N:7]([C:17]2[CH:22]=[CH:21][CH:20]=[CH:19][C:18]=2[Cl:23])[N:6]=1)=[O:4].[OH-].[K+].CO>O>[Br:16][C:13]1[N:12]=[CH:11][C:10]([CH:8]2[N:7]([C:17]3[CH:22]=[CH:21][CH:20]=[CH:19][C:18]=3[Cl:23])[N:6]=[C:5]([C:3]([OH:4])=[O:2])[CH2:9]2)=[CH:15][CH:14]=1 |f:1.2|.